Dataset: the Open Reaction Database (ORD), a public repository of structured organic reaction records. Task: describe an organic reaction: reactants, conditions, products, and yield The reactants are ClC\C=C/C=1CS[C@H]2N(C1C(=O)OC(C1=CC=CC=C1)C1=CC=CC=C1)C(C2NC(\C(\C=2N=C(SC2)NC(C2=CC=CC=C2)(C2=CC=CC=C2)C2=CC=CC=C2)=N/OC(C)(C(=O)OC(C)(C)C)C)=O)=O (diphenylmethyl 3-[(Z)-3-chloro-1-propen-1-yl]-7-[(Z)-2-(1-methyl-1-t-butoxycarbonylethoxyimino)-2-(2-tritylaminothiazol-4-yl)acetamido]-3-cephem-4-carboxy-late), [I-].[Na+] (sodium iodide). Run in CC(=O)C (acetone), C(C)(=O)OCC (ethyl acetate). Run at time 2 hour. Yields the product IC/C=C/C=1CS[C@H]2N(C1C(=O)OC(C1=CC=CC=C1)C1=CC=CC=C1)C(C2NC(\C(\C=2N=C(SC2)NC(C2=CC=CC=C2)(C2=CC=CC=C2)C2=CC=CC=C2)=N/OC(C)(C(=O)OC(C)(C)C)C)=O)=O (Diphenylmethyl 3-[(E)-3-iodo-1-propen-1-yl]-7-[(Z)-2-(1-methyl-1-t-butoxycarbonylethoxyimino)-2 -(2-tritylaminothia-zol-4-yl)acetamido]-3-cephem-4-carboxylate). Yield: 100.5%. As a reaction SMILES: Cl[CH2:2]/[CH:3]=[CH:4]\[C:5]1[CH2:6][S:7][C@@H:8]2[CH:28]([NH:29][C:30](=[O:69])/[C:31](=[N:57]\[O:58][C:59]([CH3:68])([C:61]([O:63][C:64]([CH3:67])([CH3:66])[CH3:65])=[O:62])[CH3:60])/[C:32]3[N:33]=[C:34]([NH:37][C:38]([C:51]4[CH:56]=[CH:55][CH:54]=[CH:53][CH:52]=4)([C:45]4[CH:50]=[CH:49][CH:48]=[CH:47][CH:46]=4)[C:39]4[CH:44]=[CH:43][CH:42]=[CH:41][CH:40]=4)[S:35][CH:36]=3)[C:27](=[O:70])[N:9]2[C:10]=1[C:11]([O:13][CH:14]([C:21]1[CH:26]=[CH:25][CH:24]=[CH:23][CH:22]=1)[C:15]1[CH:20]=[CH:19][CH:18]=[CH:17][CH:16]=1)=[O:12].[I-:71].[Na+]>CC(C)=O.C(OCC)(=O)C>[I:71][CH2:2]/[CH:3]=[CH:4]/[C:5]1[CH2:6][S:7][C@@H:8]2[CH:28]([NH:29][C:30](=[O:69])/[C:31](=[N:57]\[O:58][C:59]([CH3:68])([C:61]([O:63][C:64]([CH3:67])([CH3:66])[CH3:65])=[O:62])[CH3:60])/[C:32]3[N:33]=[C:34]([NH:37][C:38]([C:51]4[CH:56]=[CH:55][CH:54]=[CH:53][CH:52]=4)([C:45]4[CH:50]=[CH:49][CH:48]=[CH:47][CH:46]=4)[C:39]4[CH:44]=[CH:43][CH:42]=[CH:41][CH:40]=4)[S:35][CH:36]=3)[C:27](=[O:70])[N:9]2[C:10]=1[C:11]([O:13][CH:14]([C:21]1[CH:26]=[CH:25][CH:24]=[CH:23][CH:22]=1)[C:15]1[CH:20]=[CH:19][CH:18]=[CH:17][CH:16]=1)=[O:12] |f:1.2|. Reported procedure: A mixture of diphenylmethyl 3-[(Z)-3-chloro-1-propen-1-yl]-7-[(Z)-2-(1-methyl-1-t-butoxycarbonylethoxyimino)-2-(2-tritylaminothiazol-4-yl)acetamido]-3-cephem-4-carboxy-late (IXa) (488 mg, 0.5 mmol) and sodium iodide (225 mg, 1.5 mmol) in acetone (5 ml) was stirred at room temperature for 2 hours and diluted with ethyl acetate. The organic layer was washed with an aqueous sodium thiosulfate, dried over anhydrous MgSO4 and concentrated to afford 546 mg (yield, quantitative) of the title product. Procedure: Additional aldehydes were prepared using the protocol of Scheme 62, replacing either 4-chlorobenzyl bromide 557 with a suitable alkylating agent, and/or 3-fluoro-4-hydroxy-benzaldehyde 598 with a suitable aldehyde. The following table indicates the alkylating agent (column 1) and the starting aldehyde (column 2) used to afford the aldehyde (column 3) synthesized following this protocol. The product is aldehydes, ClC1=CC=C(COC2=C(C=C(C=O)C=C2)F)C=C1 (4-(4-chloro-benzyloxy)-3-fluoro-benzaldehyde). RXN SMILES: [Cl:1][C:2]1[CH:9]=[CH:8][C:5]([CH2:6]Br)=[CH:4][CH:3]=1.[F:10][C:11]1[CH:12]=[C:13]([CH:16]=[CH:17][C:18]=1[OH:19])[CH:14]=[O:15]>>[Cl:1][C:2]1[CH:9]=[CH:8][C:5]([CH2:6][O:19][C:18]2[CH:17]=[CH:16][C:13]([CH:14]=[O:15])=[CH:12][C:11]=2[F:10])=[CH:4][CH:3]=1. Starting materials: aldehyde, aldehyde, ClC1=CC=C(CBr)C=C1 (4-chlorobenzyl bromide), FC=1C=C(C=O)C=CC1O (3-fluoro-4-hydroxy-benzaldehyde).